This data is from the Open Reaction Database (ORD), a public repository of structured organic reaction records. The task is: describe an organic reaction: reactants, conditions, products, and yield The reactants are CCO, NC1=NC2(CN(C(=O)OCc3ccccc3)C2)Nc2cccc(F)c21. Product: NC1=NC2(CNC2)Nc2cccc(F)c21. As a reaction SMILES: [CH3:26][CH2:27][OH:28].[NH2:1][C:2]1=[N:3][C:4]2([CH2:5][N:6]([C:8]([O:9][CH2:10][c:11]3[cH:12][cH:13][cH:14][cH:15][cH:16]3)=[O:17])[CH2:7]2)[NH:18][c:19]2[cH:20][cH:21][cH:22][c:23]([F:25])[c:24]21>>[NH2:1][C:2]1=[N:3][C:4]2([CH2:5][NH:6][CH2:7]2)[NH:18][c:19]2[cH:20][cH:21][cH:22][c:23]([F:25])[c:24]21. Reactants: O=C([O-])[O-], CCOC(=O)CP(=O)(OCC)OCC, O=Cc1cn(C2CCCC2)c2cc(NC3CCCCC3)c(F)cc2c1=O, [K+], [K+], CN(C)C=O, O. The product is CCOC(=O)C=Cc1cn(C2CCCC2)c2cc(NC3CCCCC3)c(F)cc2c1=O. As a reaction SMILES: [C:27](=[O:28])([O-:29])[O-:30].[CH2:33]([CH3:34])[O:35][C:36]([CH2:37][P:38]([O:39][CH2:40][CH3:41])([O:42][CH2:43][CH3:44])=[O:45])=[O:46].[CH:1]1([NH:7][c:8]2[c:9]([F:26])[cH:10][c:11]3[c:12](=[O:25])[c:13]([CH:23]=[O:24])[cH:14][n:15]([CH:18]4[CH2:19][CH2:20][CH2:21][CH2:22]4)[c:16]3[cH:17]2)[CH2:2][CH2:3][CH2:4][CH2:5][CH2:6]1.[K+:31].[K+:32].[O:48]=[CH:49][N:50]([CH3:51])[CH3:52].[OH2:47]>>[CH:1]1([NH:7][c:8]2[c:9]([F:26])[cH:10][c:11]3[c:12](=[O:25])[c:13]([CH:23]=[CH:37][C:36]([O:35][CH2:33][CH3:34])=[O:46])[cH:14][n:15]([CH:18]4[CH2:19][CH2:20][CH2:21][CH2:22]4)[c:16]3[cH:17]2)[CH2:2][CH2:3][CH2:4][CH2:5][CH2:6]1. Reactants: COCCOCN1N=CC=C1[C@@H]1[C@H](CCCC1)O ((1S*,2R*)-2-{1-[(2-methoxyethoxy)methyl]-1H-pyrazol-5-yl}cyclohexanol). Run in CCCCCC.C(C)(C)O (hexane isopropanol). Yields the product COCCOCN1N=CC=C1[C@H]1[C@@H](CCCC1)O ((1R,2S)-2-{1-[(2-Methoxyethoxy)methyl]-1H-pyrazol-5-yl}cyclohexanol). As a reaction SMILES: [CH3:1][O:2][CH2:3][CH2:4][O:5][CH2:6][N:7]1[C:11]([C@H:12]2[CH2:17][CH2:16][CH2:15][CH2:14][C@@H:13]2[OH:18])=[CH:10][CH:9]=[N:8]1>CCCCCC.C(O)(C)C>[CH3:1][O:2][CH2:3][CH2:4][O:5][CH2:6][N:7]1[C:11]([C@@H:12]2[CH2:17][CH2:16][CH2:15][CH2:14][C@H:13]2[OH:18])=[CH:10][CH:9]=[N:8]1 |f:1.2|. Reported procedure: The (1S*,2R*)-2-{1-[(2-methoxyethoxy)methyl]-1H-pyrazol-5-yl}cyclohexanol prepared in Example 158a was optically resolved with CHIRALFLASH IC (Daicel Corp.; hexane/isopropanol=1:1) to yield the title compound as a colorless oil. Yields the product C(C)(C)(C)OC(NCC1=C(C=CC(=C1)NC(C1=C(C=C(C(=C1)OC)OC)F)C#N)C#N)=O ((2-Cyano-5-{[cyano-(2-fluoro-4,5-dimethoxyphenyl)methyl]amino}benzyl) carbamic Acid t-Butyl Ester). Solvent: O (water), C(C)(=O)OCC (Ethyl acetate), C1CCOC1 (THF). Reported procedure: To a mixture of Yb(OTf)3(0.124 g) and THF (5 mL) there were added (5-amino-2-cyanobenzyl)carbamic acid t-butyl ester (Example (1g))(0.494 g), 2-fluoro-4,5-dimethoxybenzaldehyde (0.368 g), MS3A (1 g) and trimethylsilyl cyanide (533 mg) in that order under a nitrogen atmosphere, and the mixture was stirred at room temperature for 14 hours. Ethyl acetate (100 mL) and water (50 mL) were added to the mixture and filtration was performed with Celite. After sufficiently shaking the mixture, the organic... The reactants are C(C)(C)(C)OC(NCC1=C(C=CC(=C1)N)C#N)=O ((5-amino-2-cyanobenzyl)carbamic acid t-butyl ester), FC1=C(C=O)C=C(C(=C1)OC)OC (2-fluoro-4,5-dimethoxybenzaldehyde), C[Si](C)(C)C#N (trimethylsilyl cyanide), C(F)(F)(F)S(=O)(=O)[O-].C(F)(F)(F)S(=O)(=O)[O-].C(F)(F)(F)S(=O)(=O)[O-].[Yb+3] (Yb(OTf)3). Conditions: time 14 hour. As a reaction SMILES: C(S([O-])(=O)=O)(F)(F)F.C(S([O-])(=O)=O)(F)(F)F.C(S([O-])(=O)=O)(F)(F)F.[Yb+3].[C:26]([O:30][C:31](=[O:43])[NH:32][CH2:33][C:34]1[CH:39]=[C:38]([NH2:40])[CH:37]=[CH:36][C:35]=1[C:41]#[N:42])([CH3:29])([CH3:28])[CH3:27].[F:44][C:45]1[CH:52]=[C:51]([O:53][CH3:54])[C:50]([O:55][CH3:56])=[CH:49][C:46]=1[CH:47]=O.C[Si]([C:61]#[N:62])(C)C>O.C(OCC)(=O)C.C1COCC1>[C:26]([O:30][C:31](=[O:43])[NH:32][CH2:33][C:34]1[CH:39]=[C:38]([NH:40][CH:47]([C:61]#[N:62])[C:46]2[CH:49]=[C:50]([O:55][CH3:56])[C:51]([O:53][CH3:54])=[CH:52][C:45]=2[F:44])[CH:37]=[CH:36][C:35]=1[C:41]#[N:42])([CH3:29])([CH3:27])[CH3:28] |f:0.1.2.3|. Isolated yield 85.1%. The reactants are CCO, [K+], [OH-], COC(=O)C(C)(C)c1ccc(C(O)CCCN2CCC(O)CC2C(c2ccccc2)c2ccccc2)cc1. The product is CC(C)(C(=O)O)c1ccc(C(O)CCCN2CCC(O)CC2C(c2ccccc2)c2ccccc2)cc1. RXN SMILES: [CH3:41][CH2:42][OH:43].[K+:40].[OH-:39].[OH:1][CH:2]([CH2:3][CH2:4][CH2:5][N:6]1[CH:7]([CH:13]([c:14]2[cH:15][cH:16][cH:17][cH:18][cH:19]2)[c:20]2[cH:21][cH:22][cH:23][cH:24][cH:25]2)[CH2:8][CH:9]([OH:12])[CH2:10][CH2:11]1)[c:26]1[cH:27][cH:28][c:29]([C:32]([C:33](=[O:34])[O:35][CH3:36])([CH3:37])[CH3:38])[cH:30][cH:31]1>>[OH:1][CH:2]([CH2:3][CH2:4][CH2:5][N:6]1[CH:7]([CH:13]([c:14]2[cH:15][cH:16][cH:17][cH:18][cH:19]2)[c:20]2[cH:21][cH:22][cH:23][cH:24][cH:25]2)[CH2:8][CH:9]([OH:12])[CH2:10][CH2:11]1)[c:26]1[cH:27][cH:28][c:29]([C:32]([C:33](=[O:34])[OH:35])([CH3:37])[CH3:38])[cH:30][cH:31]1. Reactants: CC1(OCCC2=C1NC1=CC=CC=C21)C2C(OCC2)=O (Dihydro-3-(1,3,4,9-tetrahydro-1-methylpyrano[3,4-b]indol-1-yl)-2(3H)-furanone), N (ammonia). Conditions: temperature 90 celsius. Product: OCCC(C(=O)N)C1(OCCC2=C1NC1=CC=CC=C21)C (α-(2-hydroxyethyl)-1-methyl-1,3,4,9-tetrahydropyrano[3,4-b]-indole-1-acetamide). As a reaction SMILES: [CH3:1][C:2]1([CH:15]2[CH2:19][CH2:18][O:17][C:16]2=[O:20])[C:7]2[NH:8][C:9]3[C:14]([C:6]=2[CH2:5][CH2:4][O:3]1)=[CH:13][CH:12]=[CH:11][CH:10]=3.[NH3:21]>>[OH:17][CH2:18][CH2:19][CH:15]([C:2]1([CH3:1])[C:7]2[NH:8][C:9]3[C:14]([C:6]=2[CH2:5][CH2:4][O:3]1)=[CH:13][CH:12]=[CH:11][CH:10]=3)[C:16]([NH2:21])=[O:20]. Procedure details: A suspension of 4,5-dihydro-3-(1,3,4,9-tetrahydro-1-methyl pyrano[3,4-b]indol-1-yl)-2(3H)-furanone (described in Example 1, 20 g, 0.073 mole) in liquid ammonia is heated at 90° C. in a pressure apparatus for three hours. The apparatus is rinsed with ethanol and the yellow solution is evaporated. The residue is crystallized from methanol to afford α-(2-hydroxyethyl)-1-methyl-1,3,4,9-tetrahydropyrano[3,4-b]-indole-1-acetamide (16.15 g), mp 159°-161° C.